From a dataset of the Open Reaction Database (ORD), a public repository of structured organic reaction records. describe an organic reaction: reactants, conditions, products, and yield The reactants are CS(C)=O, CCOCC, CCN(C(C)C)C(C)C, O=C(OC(=O)C(F)(F)F)C(F)(F)F, O=[N+]([O-])c1ccccc1OCC(O)CN1CCOCC1. Yields the product O=C(COc1ccccc1[N+](=O)[O-])CN1CCOCC1. As a reaction SMILES: [CH3:14][S:15]([CH3:16])=[O:17].[CH3:47][CH2:48][O:49][CH2:50][CH3:51].[CH:38]([N:39]([CH:40]([CH3:41])[CH3:42])[CH2:43][CH3:44])([CH3:45])[CH3:46].[F:1][C:2]([F:3])([F:4])[C:5]([O:6][C:7](=[O:8])[C:9]([F:10])([F:11])[F:12])=[O:13].[O:18]1[CH2:19][CH2:20][N:21]([CH2:24][CH:25]([CH2:26][O:27][c:28]2[c:29]([N+:34](=[O:35])[O-:36])[cH:30][cH:31][cH:32][cH:33]2)[OH:37])[CH2:22][CH2:23]1>>[O:18]1[CH2:19][CH2:20][N:21]([CH2:24][C:25]([CH2:26][O:27][c:28]2[c:29]([N+:34](=[O:35])[O-:36])[cH:30][cH:31][cH:32][cH:33]2)=[O:37])[CH2:22][CH2:23]1. Reactants: C1(CC1)C1=C(C=C(C(=O)O)C=C1)C=O (4-cyclopropyl-3-formylbenzoic acid), C1(CC1)C1=C(C=C(C(=O)O)C=C1)C=O (4-cyclopropyl-3-formylbenzoic acid), C(C)[Mg]Br (ethylmagnesium bromide). Solvent: C1CCOC1 (THF). Reaction conditions: time 1.5 hour. Product: C1(CC1)C1=C(C=C(C(=O)O)C=C1)C(CC)O (4-Cyclopropyl-3-(1-hydroxypropyl)benzoic acid). Isolated yield 83.9%. As a reaction SMILES: [CH2:1]([Mg]Br)[CH3:2].[CH:5]1([C:8]2[CH:16]=[CH:15][C:11]([C:12]([OH:14])=[O:13])=[CH:10][C:9]=2[CH:17]=[O:18])[CH2:7][CH2:6]1>C1COCC1>[CH:5]1([C:8]2[CH:16]=[CH:15][C:11]([C:12]([OH:14])=[O:13])=[CH:10][C:9]=2[CH:17]([OH:18])[CH2:1][CH3:2])[CH2:6][CH2:7]1. Reported procedure: Into a 250-mL 3-necked round-bottom flask, purged and maintained with an inert atmosphere of nitrogen and containing THF (60 mL), was placed a solution of ethylmagnesium bromide (3 M in diethyl ether) (24.6 mL, 73.8 mmol). A solution of 4-cyclopropyl-3-formylbenzoic acid (compound 10.4, 3.5 g, 18.4 mmol) in THF (40 mL) was added drop-wise at room temperature over 45 min. The resulting mixture was stirred for 1.5 h at room temperature, then carefully quenched with water/ice (50 mL). The mixture w... Starting materials: CCOC(=O)C1CCOc2cc(Oc3ccc(C(=O)NCCc4ccc(Br)cc4)cc3)c(Cl)cc21, COCCOC, CO, OB(O)c1ccccc1Cl, [Cs+], [F-], O, c1ccc(P(c2ccccc2)(c2ccccc2)[Pd](P(c2ccccc2)(c2ccccc2)c2ccccc2)(P(c2ccccc2)(c2ccccc2)c2ccccc2)P(c2ccccc2)(c2ccccc2)c2ccccc2)cc1. Yields the product CCOC(=O)C1CCOc2cc(Oc3ccc(C(=O)NCCc4ccc(-c5ccccc5Cl)cc4)cc3)c(Cl)cc21. As a reaction SMILES: [Br:1][c:2]1[cH:3][cH:4][c:5]([CH2:6][CH2:7][NH:8][C:9](=[O:10])[c:11]2[cH:12][cH:13][c:14]([O:15][c:16]3[c:17]([Cl:31])[cH:18][c:19]4[c:24]([cH:25]3)[O:23][CH2:22][CH2:21][CH:20]4[C:26](=[O:27])[O:28][CH2:29][CH3:30])[cH:32][cH:33]2)[cH:34][cH:35]1.[CH3:48][O:49][CH2:50][CH2:51][O:52][CH3:53].[CH3:54][OH:55].[Cl:36][c:37]1[c:38]([B:43]([OH:44])[OH:45])[cH:39][cH:40][cH:41][cH:42]1.[Cs+:47].[F-:46].[OH2:56].[cH:57]1[cH:58][cH:59][c:60]([P:61]([Pd:62]([P:63]([c:64]2[cH:65][cH:66][cH:67][cH:68][cH:69]2)([c:70]2[cH:71][cH:72][cH:73][cH:74][cH:75]2)[c:76]2[cH:77][cH:78][cH:79][cH:80][cH:81]2)([P:82]([c:83]2[cH:84][cH:85][cH:86][cH:87][cH:88]2)([c:89]2[cH:90][cH:91][cH:92][cH:93][cH:94]2)[c:95]2[cH:96][cH:97][cH:98][cH:99][cH:100]2)[P:101]([c:102]2[cH:103][cH:104][cH:105][cH:106][cH:107]2)([c:108]2[cH:109][cH:110][cH:111][cH:112][cH:113]2)[c:114]2[cH:115][cH:116][cH:117][cH:118][cH:119]2)([c:120]2[cH:121][cH:122][cH:123][cH:124][cH:125]2)[c:126]2[cH:127][cH:128][cH:129][cH:130][cH:131]2)[cH:132][cH:133]1>>[c:2]1(-[c:38]2[c:37]([Cl:36])[cH:42][cH:41][cH:40][cH:39]2)[cH:3][cH:4][c:5]([CH2:6][CH2:7][NH:8][C:9](=[O:10])[c:11]2[cH:12][cH:13][c:14]([O:15][c:16]3[c:17]([Cl:31])[cH:18][c:19]4[c:24]([cH:25]3)[O:23][CH2:22][CH2:21][CH:20]4[C:26](=[O:27])[O:28][CH2:29][CH3:30])[cH:32][cH:33]2)[cH:34][cH:35]1. Starting materials: COC(CCCN1CCN(OCc2ccccc2)C1=O)OC, CCO, O=C[O-], [NH4+]. Product: COC(CCCN1CCN(O)C1=O)OC. Reaction SMILES: [CH2:1]([c:2]1[cH:3][cH:4][cH:5][cH:6][cH:7]1)[O:8][N:9]1[C:10](=[O:22])[N:11]([CH2:14][CH2:15][CH2:16][CH:17]([O:18][CH3:19])[O:20][CH3:21])[CH2:12][CH2:13]1.[CH3:27][CH2:28][OH:29].[CH:23]([O-:24])=[O:25].[NH4+:26]>>[OH:8][N:9]1[C:10](=[O:22])[N:11]([CH2:14][CH2:15][CH2:16][CH:17]([O:18][CH3:19])[O:20][CH3:21])[CH2:12][CH2:13]1. Reactants: [C+4], CO, O=C(CN1CCOCC1=O)OCc1ccccc1, [OH-], [OH-], [OH-], [OH-], [OH-], [OH-], [Pd+2]. The product is O=C(O)CN1CCOCC1=O. Reaction SMILES: [C+4:21].[CH3:19][OH:20].[O:1]=[C:2]1[CH2:3][O:4][CH2:5][CH2:6][N:7]1[CH2:8][C:9](=[O:10])[O:11][CH2:12][c:13]1[cH:14][cH:15][cH:16][cH:17][cH:18]1.[OH-:22].[OH-:24].[OH-:25].[OH-:26].[OH-:27].[OH-:28].[Pd+2:23]>>[O:1]=[C:2]1[CH2:3][O:4][CH2:5][CH2:6][N:7]1[CH2:8][C:9](=[O:10])[OH:11]. Reactants: C(#N)CC(=O)C1=CC2=C(N=C(S2)NC(=O)NCC)C=C1 (1-(6-(2-cyanoacetyl)-2-benzothiazolyl)-3-ethylurea), CO (MeOH). The reagents and catalysts are [Pt](=O)=O (platinum (IV) oxide). Run in 2/3, C(Cl)(Cl)Cl (chloroform). Reaction conditions: time 2 day. Product: NCCC(=O)C1=CC2=C(N=C(S2)NC(=O)NCC)C=C1 (1-(6-(3-Aminopropanoyl)-2-benzothiazolyl)-3-ethylurea). Isolated yield 121.5%. RXN SMILES: [C:1]([CH2:3][C:4]([C:6]1[CH:20]=[CH:19][C:9]2[N:10]=[C:11]([NH:13][C:14]([NH:16][CH2:17][CH3:18])=[O:15])[S:12][C:8]=2[CH:7]=1)=[O:5])#[N:2].CO>[Pt](=O)=O.C(Cl)(Cl)Cl>[NH2:2][CH2:1][CH2:3][C:4]([C:6]1[CH:20]=[CH:19][C:9]2[N:10]=[C:11]([NH:13][C:14]([NH:16][CH2:17][CH3:18])=[O:15])[S:12][C:8]=2[CH:7]=1)=[O:5]. Procedure: A suspension of 1-(6-(2-cyanoacetyl)-2-benzothiazolyl)-3-ethylurea (0.56 g, 1.94 mmol) and platinum (IV) oxide (0.176 g, 0.78 mmol, 0.40 eq) in 50 mL of 2/3 mixture of MeOH and chloroform was purged and bubbled with hydrogen gas. It was stirred under hydrogen gas for about 2 days. The mixture was filtered and concentrated to give 0.689 g (quantitative yield) desired compound. LC/MS 292.9 (M+1); LC retention time 1.80 min. HPLC purification gave corresponding acetic acid salt. LC/MS 292.9 (M+1); ... As a reaction SMILES: [Br:1][c:2]1[c:3]([O:10][CH3:11])[cH:4][c:5]([C:6]#[N:7])[cH:8][cH:9]1.[C:29](=[O:30])([O-:31])[O-:32].[CH2:35]1[O:36][CH2:37][CH2:38][O:39][CH2:40]1.[CH3:12][C:13]1([CH3:14])[C:15]([CH3:16])([CH3:17])[O:18][B:19]([c:20]2[cH:21][c:22]([CH:26]=[O:27])[cH:23][n:24][cH:25]2)[O:28]1.[Na+:33].[Na+:34].[Pd:41]([Cl:42])[Cl:43].[c:44]1([P:45]([c:46]2[cH:47][cH:48][cH:49][cH:50][cH:51]2)[c:52]2[cH:53][cH:54][cH:55][cH:56][cH:57]2)[cH:58][cH:59][cH:60][cH:61][cH:62]1.[c:63]1([P:64]([c:65]2[cH:66][cH:67][cH:68][cH:69][cH:70]2)[c:71]2[cH:72][cH:73][cH:74][cH:75][cH:76]2)[cH:77][cH:78][cH:79][cH:80][cH:81]1>>[c:2]1(-[c:20]2[cH:21][c:22]([CH:26]=[O:27])[cH:23][n:24][cH:25]2)[c:3]([O:10][CH3:11])[cH:4][c:5]([C:6]#[N:7])[cH:8][cH:9]1. Yields the product COc1cc(C#N)ccc1-c1cncc(C=O)c1. Reactants: COc1cc(C#N)ccc1Br, O=C([O-])[O-], C1COCCO1, CC1(C)OB(c2cncc(C=O)c2)OC1(C)C, [Na+], [Na+], Cl[Pd]Cl, c1ccc(P(c2ccccc2)c2ccccc2)cc1, c1ccc(P(c2ccccc2)c2ccccc2)cc1. Product: ClC=1C(=C(C=CC1)\C=C(/C#N)\C1=C(C=C(C=C1)Cl)C)F ((Z)-3-(3-chloro-2-fluoro-phenyl)-2-(4-chloro-2-methyl-phenyl)-acrylonitrile). Procedure details: Step C In a manner similar to the method described in Example 1b, 4-chloro-2-methylbenzyl cyanide (3.5 g, 21 mmol) was reacted with 3-chloro-2-fluorobenzaldehyde (5 g, 32 mmol), methanolic solution (25 wt %) of sodium methoxide (15 mL, 66 mmol) in methanol (100 mL) at 50° C. for 5 h to give (Z)-3-(3-chloro-2-fluoro-phenyl)-2-(4-chloro-2-methyl-phenyl)-acrylonitrile as a white powder (4 g, 62%). As a reaction SMILES: [Cl:1][C:2]1[CH:10]=[CH:9][C:5]([CH2:6][C:7]#[N:8])=[C:4]([CH3:11])[CH:3]=1.[Cl:12][C:13]1[C:14]([F:21])=[C:15]([CH:18]=[CH:19][CH:20]=1)[CH:16]=O.C[O-].[Na+]>CO>[Cl:12][C:13]1[C:14]([F:21])=[C:15](/[CH:16]=[C:6](/[C:5]2[CH:9]=[CH:10][C:2]([Cl:1])=[CH:3][C:4]=2[CH3:11])\[C:7]#[N:8])[CH:18]=[CH:19][CH:20]=1 |f:2.3|. Yield: 62.2%. Run in CO (methanol). The reactants are ClC=1C(=C(C=O)C=CC1)F (3-chloro-2-fluorobenzaldehyde), C[O-].[Na+] (sodium methoxide), ClC1=CC(=C(CC#N)C=C1)C (4-chloro-2-methylbenzyl cyanide). RXN SMILES: [C:1]([O:5][C:6]1[CH:7]=[C:8]([C@H:12]([NH:14]C(=O)COC)[CH3:13])[CH:9]=[CH:10][CH:11]=1)([CH3:4])([CH3:3])[CH3:2].N(CCO)(CCO)CCO.[OH-].[Na+]>O>[C:1]([O:5][C:6]1[CH:7]=[C:8]([C@H:12]([NH2:14])[CH3:13])[CH:9]=[CH:10][CH:11]=1)([CH3:4])([CH3:2])[CH3:3] |f:2.3|. Procedure details: (R)—N-1-(3-tert-Butoxyphenyl)ethylmethoxyacetamide from example 2.3 (63.5 g with a purity of 93%; corresponds to 0.22 mol of pure substance) was mixed with triethanolamine (6 ml) with stirring and then admixed with 50% NaOH (23.2 g, 0.29 mol). The mixture was then stirred at a bath temperature of 140° C. for another 16 hours, after which all of the amide had reacted according to GC analysis. The mixture was diluted with water (100 ml), cooled and extracted with tert-butyl methyl ether (3×100 ml)... The yield is 92.0%. Solvent: O (water). Product: C(C)(C)(C)OC=1C=C(C=CC1)[C@@H](C)N ((R)-1-(3-tert-butoxyphenyl)ethylamine). Reactants: C(C)(C)(C)OC=1C=C(C=CC1)[C@@H](C)NC(COC)=O ((R)—N-1-(3-tert-Butoxyphenyl)ethylmethoxyacetamide), amide, N(CCO)(CCO)CCO (triethanolamine), [OH-].[Na+] (NaOH). Reactants: CCOC(=O)Cc1ccc(OCC(O)CNC(C)CCc2ccccc2)cc1, CCO, NN, O. Product: CC(CCc1ccccc1)NCC(O)COc1ccc(CC(=O)NN)cc1. Reaction SMILES: [CH2:1]([O:3][C:4](=[O:2])[CH2:6][c:7]1[cH:8][cH:9][c:10]([O:11][CH2:12][CH:13]([CH2:14][NH:15][CH:16]([CH2:17][CH2:18][c:19]2[cH:20][cH:21][cH:22][cH:23][cH:24]2)[CH3:25])[OH:26])[cH:27][cH:28]1)[CH3:5].[CH3:32][CH2:33][OH:34].[NH2:30][NH2:31].[OH2:29]>>[O:3]=[C:4]([CH2:6][c:7]1[cH:8][cH:9][c:10]([O:11][CH2:12][CH:13]([CH2:14][NH:15][CH:16]([CH2:17][CH2:18][c:19]2[cH:20][cH:21][cH:22][cH:23][cH:24]2)[CH3:25])[OH:26])[cH:27][cH:28]1)[NH:30][NH2:31].